This data is from the Open Reaction Database (ORD), a public repository of structured organic reaction records. The task is: describe an organic reaction: reactants, conditions, products, and yield Reactants: C(C)(=O)[O-].[Na+] (sodium acetate), C(C)(=O)O (acetic acid), O=C(C(=O)OCCC)CCC1=CC=CC=C1 (propyl 2-oxo-4-phenylbutyrate), 3A, C(C(=O)O)(=O)O.C(C)(C)(C)OC(CN(C1CC2=CC=CC=C2C1)C([C@@H](N)C)=O)=O (L-Alanyl-N-(indan-2-yl)glycine tert-butyl ester oxalate). The reagents and catalysts are [Ni] (Raney nickel). The solvent is C(C)O (ethanol), C(C)O (ethanol). Yields the product C(C)(C)(C)OC(CN(C1CC2=CC=CC=C2C1)C([C@@H](NC(CCC1=CC=CC=C1)C(=O)OCCC)C)=O)=O (N-(1-propoxycarbonyl-3-phenylpropyl)-L-alanyl-N-(indan-2-yl)-glycine tert-butyl ester). RXN SMILES: C(O)(=O)C(O)=O.[C:7]([O:11][C:12](=[O:29])[CH2:13][N:14]([C:24](=[O:28])[C@H:25]([CH3:27])[NH2:26])[CH:15]1[CH2:23][C:22]2[C:17](=[CH:18][CH:19]=[CH:20][CH:21]=2)[CH2:16]1)([CH3:10])([CH3:9])[CH3:8].C([O-])(=O)C.[Na+].C(O)(=O)C.O=[C:40]([CH2:47][CH2:48][C:49]1[CH:54]=[CH:53][CH:52]=[CH:51][CH:50]=1)[C:41]([O:43][CH2:44][CH2:45][CH3:46])=[O:42]>C(O)C.[Ni]>[C:7]([O:11][C:12](=[O:29])[CH2:13][N:14]([C:24](=[O:28])[C@H:25]([CH3:27])[NH:26][CH:40]([C:41]([O:43][CH2:44][CH2:45][CH3:46])=[O:42])[CH2:47][CH2:48][C:49]1[CH:50]=[CH:51][CH:52]=[CH:53][CH:54]=1)[CH:15]1[CH2:23][C:22]2[C:17](=[CH:18][CH:19]=[CH:20][CH:21]=2)[CH2:16]1)([CH3:8])([CH3:10])[CH3:9] |f:0.1,2.3|. Reported procedure: L-Alanyl-N-(indan-2-yl)glycine tert-butyl ester oxalate (4.1 g) is dissolved in 40 ml of ethanol, then 0.85 g of sodium acetate, 2 ml of acetic acid, 5 g of propyl 2-oxo-4-phenylbutyrate and 5 g of molecular sieve 3A are added, thereafter a suspension of 6 g of Raney nickel in 20 ml of ethanol is added, and catalytic reduction is carried out at ordinary temperature and ordinary pressure. When the hydrogen absorption has ceased, the supernatant is separated by decantation. The precipitate is wash... The reactants are ClC=1C=2N(C=C(C1)C(F)(F)F)C=C(N2)C(=O)O (8-chloro-6-(trifluoromethyl)imidazo[1,2-a]pyridine-2-carboxylic acid), Cl.CN(CCCN=C=NCC)C (1-(3-dimethylaminopropyl)-3-ethylcarbodiimide hydrochloride), C(#N)C1=CC(=C(C=C1C)S(=O)(=O)N)C (4-cyano-2,5-dimethylbenzenesulfonamide). Reagents/catalysts: CN(C1=CC=NC=C1)C (4-(dimethylamino)pyridine). Solvent: C(C)(C)(C)O (t-butanol), ClCCl (dichloromethane), ClCCl (Dichloromethane). Reaction conditions: time 8 hour. Product: ClC=1C=2N(C=C(C1)C(F)(F)F)C=C(N2)C(=O)NS(=O)(=O)C2=C(C=C(C(=C2)C)C#N)C (8-chloro-N-[(4-cyano-2,5-dimethylphenyl)sulfonyl]-6-(trifluoromethyl)imidazo[1,2-a]pyridine-2-carboxamide). Yield: 37.1%. As a reaction SMILES: [Cl:1][C:2]1[C:3]2[N:4]([CH:12]=[C:13]([C:15]([OH:17])=O)[N:14]=2)[CH:5]=[C:6]([C:8]([F:11])([F:10])[F:9])[CH:7]=1.Cl.CN(C)CCCN=C=NCC.[C:30]([C:32]1[C:37]([CH3:38])=[CH:36][C:35]([S:39]([NH2:42])(=[O:41])=[O:40])=[C:34]([CH3:43])[CH:33]=1)#[N:31]>C(O)(C)(C)C.ClCCl.CN(C)C1C=CN=CC=1>[Cl:1][C:2]1[C:3]2[N:4]([CH:12]=[C:13]([C:15]([NH:42][S:39]([C:35]3[CH:36]=[C:37]([CH3:38])[C:32]([C:30]#[N:31])=[CH:33][C:34]=3[CH3:43])(=[O:40])=[O:41])=[O:17])[N:14]=2)[CH:5]=[C:6]([C:8]([F:9])([F:10])[F:11])[CH:7]=1 |f:1.2|. Procedure details: To a solution of 8-chloro-6-(trifluoromethyl)imidazo[1,2-a]pyridine-2-carboxylic acid (2.5 g, 9.5 mmol, prepared as described in Example 1 Step C) in t-butanol (70 mL) and dichloromethane (70 mL) was added 4-(dimethylamino)pyridine (3.47 g, 28.4 mmol) and 1-(3-dimethylaminopropyl)-3-ethylcarbodiimide hydrochloride (4.54 g, 23.7 mmol). The reaction mixture was stirred for 15 min after which time 4-cyano-2,5-dimethylbenzenesulfonamide (1.85 g, 8.85 mmol) was added, and stirring was continued at ro... Starting materials: CC1CN(c2nc3ccccc3s2)CC(C)N1, O=C(NCc1ccc(F)cc1)C1(CCCCBr)c2ccccc2-c2ccccc21. Product: CC1CN(c2nc3ccccc3s2)CC(C)N1CCCCC1(C(=O)NCc2ccc(F)cc2)c2ccccc2-c2ccccc21. Reaction SMILES: [CH3:30][CH:31]1[CH2:32][N:33]([c:38]2[s:39][c:40]3[c:41]([n:42]2)[cH:43][cH:44][cH:45][cH:46]3)[CH2:34][CH:35]([CH3:37])[NH:36]1.[F:1][c:2]1[cH:3][cH:4][c:5]([CH2:6][NH:7][C:8](=[O:9])[C:10]2([CH2:23][CH2:24][CH2:25][CH2:26][Br:27])[c:11]3[cH:12][cH:13][cH:14][cH:15][c:16]3-[c:17]3[cH:18][cH:19][cH:20][cH:21][c:22]32)[cH:28][cH:29]1>>[F:1][c:2]1[cH:3][cH:4][c:5]([CH2:6][NH:7][C:8](=[O:9])[C:10]2([CH2:23][CH2:24][CH2:25][CH2:26][N:36]3[CH:31]([CH3:30])[CH2:32][N:33]([c:38]4[s:39][c:40]5[c:41]([n:42]4)[cH:43][cH:44][cH:45][cH:46]5)[CH2:34][CH:35]3[CH3:37])[c:11]3[cH:12][cH:13][cH:14][cH:15][c:16]3-[c:17]3[cH:18][cH:19][cH:20][cH:21][c:22]32)[cH:28][cH:29]1. Reactants: [BH4-], CCCCCC(C)=CCCC(CCCCCCC(=O)OCC)C(C)=O, [Na+], [Na+], C1CCOC1, [OH-], O. Product: CCCCCC(C)(O)CCCC(CCCCCCC(=O)OCC)C(C)=O. Reaction SMILES: [BH4-:26].[C:1]([CH3:2])(=[O:3])[CH:4]([CH2:5][CH2:6][CH2:7][CH2:8][CH2:9][CH2:10][C:11](=[O:12])[O:13][CH2:14][CH3:15])[CH2:16][CH2:17][CH:18]=[C:19]([CH2:20][CH2:21][CH2:22][CH2:23][CH3:24])[CH3:25].[Na+:27].[Na+:35].[O:29]1[CH2:30][CH2:31][CH2:32][CH2:33]1.[OH-:34].[OH2:28]>>[C:1]([CH3:2])(=[O:3])[CH:4]([CH2:5][CH2:6][CH2:7][CH2:8][CH2:9][CH2:10][C:11](=[O:12])[O:13][CH2:14][CH3:15])[CH2:16][CH2:17][CH2:18][C:19]([CH2:20][CH2:21][CH2:22][CH2:23][CH3:24])([CH3:25])[OH:28]. Starting materials: O=C(c1ncc[nH]1)c1ncc[nH]1, CONCl, CCOC(C)=O, C1CCOC1, O=C(O)CCCCCOc1ccc2nc(-c3ccccc3)n(-c3ccccc3)c2c1. As a reaction SMILES: [C:31]([c:32]1[nH:33][cH:34][cH:35][n:36]1)([c:37]1[nH:38][cH:39][cH:40][n:41]1)=[O:42].[CH3:43][O:44][NH:45][Cl:46].[CH3:52][CH2:53][O:54][C:55](=[O:56])[CH3:57].[O:47]1[CH2:48][CH2:49][CH2:50][CH2:51]1.[c:1]1(-[n:7]2[c:8](-[c:25]3[cH:26][cH:27][cH:28][cH:29][cH:30]3)[n:9][c:10]3[c:11]2[cH:12][c:13]([O:16][CH2:17][CH2:18][CH2:19][CH2:20][CH2:21][C:22](=[O:23])[OH:24])[cH:14][cH:15]3)[cH:2][cH:3][cH:4][cH:5][cH:6]1>>[c:1]1(-[n:7]2[c:8](-[c:25]3[cH:26][cH:27][cH:28][cH:29][cH:30]3)[n:9][c:10]3[c:11]2[cH:12][c:13]([O:16][CH2:17][CH2:18][CH2:19][CH2:20][CH2:21][C:22](=[O:24])[NH:45][O:44][CH3:43])[cH:14][cH:15]3)[cH:2][cH:3][cH:4][cH:5][cH:6]1. The product is CONC(=O)CCCCCOc1ccc2nc(-c3ccccc3)n(-c3ccccc3)c2c1. The reactants are C([O-])([O-])=O.[K+].[K+] (potassium carbonate), CI (methyl iodide), FC(C(=O)O)(F)F.ClC1=CC=CC=2N(C(CN(CC21)C(C2=CC=C(C=C2)Cl)=O)=O)CC2=CC=C(C=C2)C=2N(CCN2)C (6-chloro-4-(4-chlorobenzoyl)-1-[4-(1-methyl-4,5-dihydro-1H-imidazol-2-yl)benzyl]-1,3,4,5-tetrahydrobenzo[e][1,4]-diazepin-2-on trifluoroacetate). Solvent: C(C)#N (acetonitrile). Conditions: time 4 hour. Yields the product FC(C(=O)[O-])(F)F.ClC1=CC=CC=2N(C(CN(CC21)C(C2=CC=C(C=C2)Cl)=O)=O)CC2=CC=C(C=C2)C=2N(CC[N+]2C)C (6-chloro-4-(4-chlorobenzoyl)-1-[4-(1,3-dimethyl-4,5-dihydro-1H-imidazol-3-ium-2-yl)benzyl]-1,3,4,5-tetrahydro-benzo[e][1,4]diazepin-2-on trifluoroacetate). RXN SMILES: [F:1][C:2]([F:7])([F:6])[C:3]([OH:5])=[O:4].[Cl:8][C:9]1[C:19]2[CH2:18][N:17]([C:20](=[O:28])[C:21]3[CH:26]=[CH:25][C:24]([Cl:27])=[CH:23][CH:22]=3)[CH2:16][C:15](=[O:29])[N:14]([CH2:30][C:31]3[CH:36]=[CH:35][C:34]([C:37]4[N:38]([CH3:42])[CH2:39][CH2:40][N:41]=4)=[CH:33][CH:32]=3)[C:13]=2[CH:12]=[CH:11][CH:10]=1.[C:43](=O)([O-])[O-].[K+].[K+].CI>C(#N)C>[F:1][C:2]([F:7])([F:6])[C:3]([O-:5])=[O:4].[Cl:8][C:9]1[C:19]2[CH2:18][N:17]([C:20](=[O:28])[C:21]3[CH:22]=[CH:23][C:24]([Cl:27])=[CH:25][CH:26]=3)[CH2:16][C:15](=[O:29])[N:14]([CH2:30][C:31]3[CH:36]=[CH:35][C:34]([C:37]4[N:41]([CH3:43])[CH2:40][CH2:39][N+:38]=4[CH3:42])=[CH:33][CH:32]=3)[C:13]=2[CH:12]=[CH:11][CH:10]=1 |f:0.1,2.3.4,7.8|. Procedure details: 12 mg (0.019 mmol) of 6-chloro-4-(4-chlorobenzoyl)-1-[4-(1-methyl-4,5-dihydro-1H-imidazol-2-yl)benzyl]-1,3,4,5-tetrahydrobenzo[e][1,4]-diazepin-2-on trifluoroacetate was dissolved in 5 ml of acetonitrile. 5 mg (0.036 mmol) of potassium carbonate and 0.010 ml of methyl iodide were added to the obtained solution, and they were stirred at room temperature for 4 hours. The solvent was evaporated, and the obtained crude product was treated in the same manner as in step 3 in Example 1 to obtain the ti... Starting materials: CC(C)(C)OC(=O)c1cc(O)cc(Br)c1, O=C([O-])[O-], CCOC(=O)CCCOc1cccc(CCCCCCBr)c1CCC(=O)OCC, CN(C)C=O, CC(C)=O, Cl, [K+], [K+], O. Product: CCOC(=O)CCCOc1cccc(CCCCCCOc2cc(Br)cc(C(=O)OC(C)(C)C)c2)c1CCC(=O)OCC. As a reaction SMILES: [C:30]([CH3:31])([CH3:32])([CH3:33])[O:34][C:35]([c:36]1[cH:37][c:38]([Br:43])[cH:39][c:40]([OH:42])[cH:41]1)=[O:44].[C:45](=[O:46])([O-:47])[O-:48].[CH2:1]([CH3:2])[O:3][C:4]([CH2:5][CH2:6][CH2:7][O:8][c:9]1[c:10]([CH2:22][CH2:23][C:24](=[O:25])[O:26][CH2:27][CH3:28])[c:11]([CH2:15][CH2:16][CH2:17][CH2:18][CH2:19][CH2:20][Br:21])[cH:12][cH:13][cH:14]1)=[O:29].[CH3:51][N:52]([CH3:53])[CH:54]=[O:55].[CH3:56][C:57](=[O:58])[CH3:59].[ClH:61].[K+:49].[K+:50].[OH2:60]>>[CH2:1]([CH3:2])[O:3][C:4]([CH2:5][CH2:6][CH2:7][O:8][c:9]1[c:10]([CH2:22][CH2:23][C:24](=[O:25])[O:26][CH2:27][CH3:28])[c:11]([CH2:15][CH2:16][CH2:17][CH2:18][CH2:19][CH2:20][O:42][c:40]2[cH:39][c:38]([Br:43])[cH:37][c:36]([C:35]([O:34][C:30]([CH3:31])([CH3:32])[CH3:33])=[O:44])[cH:41]2)[cH:12][cH:13][cH:14]1)=[O:29].